Dataset: the Open Reaction Database (ORD), a public repository of structured organic reaction records. Task: describe an organic reaction: reactants, conditions, products, and yield Reactants: BrC1=CC(=C(C=O)C=C1)F (4-bromo-2-fluorobenzaldehyde), B1(OC(C(O1)(C)C)(C)C)B2OC(C(O2)(C)C)(C)C (bis(pinacolato)diboron), C(C)(=O)[O-].[K+] (potassium acetate), BrC=1C=C(C(=O)OC)C=CC1 (methyl 3-bromobenzoate). Reagents/catalysts: [Pd](Cl)Cl.C1(=CC=CC=C1)P(C1=CC=CC=C1)[C-]1C=CC=C1.[C-]1(C=CC=C1)P(C1=CC=CC=C1)C1=CC=CC=C1.[Fe+2] (bis(diphenylphosphino)ferrocene palladium dichloride), [Pd](Cl)Cl.C1(=CC=CC=C1)P(C1=CC=CC=C1)[C-]1C=CC=C1.[C-]1(C=CC=C1)P(C1=CC=CC=C1)C1=CC=CC=C1.[Fe+2] (bis(diphenylphosphino)ferrocene palladium dichloride). The solvent is CN(C=O)C (dimethylformamide), O (water). Run at temperature 80 celsius. Yields the product ethyl acetate hexanes, COC(=O)C=1C=C(C=CC1)C1=CC(=C(C=C1)C=O)F (3′-fluoro-4′-formyl-biphenyl-3-carboxylic acid methyl ester). Yield: 55.0%. RXN SMILES: Br[C:2]1[CH:9]=[CH:8][C:5]([CH:6]=[O:7])=[C:4]([F:10])[CH:3]=1.B1(B2OC(C)(C)C(C)(C)O2)OC(C)(C)C(C)(C)O1.C([O-])(=O)C.[K+].Br[C:35]1[CH:36]=[C:37]([CH:42]=[CH:43][CH:44]=1)[C:38]([O:40][CH3:41])=[O:39]>CN(C)C=O.[Pd](Cl)Cl.C1(P([C-]2C=CC=C2)C2C=CC=CC=2)C=CC=CC=1.[C-]1(P(C2C=CC=CC=2)C2C=CC=CC=2)C=CC=C1.[Fe+2].O>[CH3:41][O:40][C:38]([C:37]1[CH:36]=[C:35]([C:2]2[CH:9]=[CH:8][C:5]([CH:6]=[O:7])=[C:4]([F:10])[CH:3]=2)[CH:44]=[CH:43][CH:42]=1)=[O:39] |f:2.3,6.7.8.9|. Reported procedure: A mixture of 2.0 g (9.85 mmol.) 4-bromo-2-fluorobenzaldehyde, 2.8 g (10.8 mmol.) bis(pinacolato)diboron, 2.9 g (29.6 mmol.) potassium acetate and 216 mg (0.3 mmol.) bis(diphenylphosphino)ferrocene palladium dichloride in 60 mL dimethylformamide was heated at 80° C. for 4 hours. The mixture was cooled and 4.2 g (19.7 mmol.) methyl 3-bromobenzoate and 216 mg (0.3 mmol.) bis(diphenylphosphino)ferrocene palladium dichloride was added and the mixture heated at 80° C. for 18 hours. The mixture was pou... Reported procedure: A suitable reaction vessel was charged with 8.1 g of 6-methoxy-5-bromo-1-cyanonaphthalene, 11.8 g of CuI, 35 ml of toluene, and 55 ml of N,N-dimethylformamide. The reaction mixture was heated to 165° C. with concurrent azeotropic removal at toluene/water (25 ml) and then maintained at 155° C. when 11.8 g of potassium pentafluoropropionate was added. The reaction was monitored by VPC. After five hours no starting material was detected and the reaction mixture was poured into 150 ml of water and 1... Reaction SMILES: [CH3:1][O:2][C:3]1[C:4](Br)=[C:5]2[C:10](=[CH:11][CH:12]=1)[C:9]([C:13]#[N:14])=[CH:8][CH:7]=[CH:6]2.C1(C)C=CC=CC=1.CN(C)C=O.[F:28][C:29]([F:37])([F:36])[C:30]([F:35])([F:34])C([O-])=O.[K+]>[Cu]I.C(Cl)Cl.O.C1(C)C=CC=CC=1.O>[CH3:1][O:2][C:3]1[C:4]([C:30]([F:35])([F:34])[C:29]([F:37])([F:36])[F:28])=[C:5]2[C:10](=[CH:11][CH:12]=1)[C:9]([C:13]#[N:14])=[CH:8][CH:7]=[CH:6]2 |f:3.4,8.9|. Solvent: C(Cl)Cl (methylene chloride), O (water), C1(=CC=CC=C1)C.O (toluene water). Starting materials: COC=1C(=C2C=CC=C(C2=CC1)C#N)Br (6-methoxy-5-bromo-1-cyanonaphthalene), C1(=CC=CC=C1)C (toluene), CN(C=O)C (N,N-dimethylformamide), FC(C(C(=O)[O-])(F)F)(F)F.[K+] (potassium pentafluoropropionate). Run at time 5 hour. The reagents and catalysts are [Cu]I (CuI). Yields the product COC=1C(=C2C=CC=C(C2=CC1)C#N)C(C(F)(F)F)(F)F (6-methoxy-5-pentafluoroethyl-1-cyanonaphthalene). Reactants: C1COCCN1, CN(c1cccc2cc(C3=NCC(C(=O)O)S3)[nH]c12)S(=O)(=O)c1cccs1, CCN=C=NCCCN(C)C, CN(C)C=O, Cl, O, On1nnc2ccccc21. Yields the product CN(c1cccc2cc(C3=NCC(C(=O)N4CCOCC4)S3)[nH]c12)S(=O)(=O)c1cccs1. RXN SMILES: [CH2:28]1[CH2:29][O:30][CH2:31][CH2:32][NH:33]1.[CH3:1][N:2]([c:3]1[cH:4][cH:5][cH:6][c:7]2[cH:8][c:9]([C:12]3=[N:16][CH2:15][CH:14]([C:17](=[O:18])[OH:19])[S:13]3)[nH:10][c:11]12)[S:20](=[O:21])(=[O:22])[c:23]1[s:24][cH:25][cH:26][cH:27]1.[CH3:45][N:46]([CH3:47])[CH2:48][CH2:49][CH2:50][N:51]=[C:52]=[N:53][CH2:54][CH3:55].[CH3:57][N:58]([CH3:59])[CH:60]=[O:61].[ClH:44].[OH2:56].[n:34]1([OH:35])[c:36]2[cH:37][cH:38][cH:39][cH:40][c:41]2[n:42][n:43]1>>[CH3:1][N:2]([c:3]1[cH:4][cH:5][cH:6][c:7]2[cH:8][c:9]([C:12]3=[N:16][CH2:15][CH:14]([C:17](=[O:18])[N:33]4[CH2:28][CH2:29][O:30][CH2:31][CH2:32]4)[S:13]3)[nH:10][c:11]12)[S:20](=[O:21])(=[O:22])[c:23]1[s:24][cH:25][cH:26][cH:27]1. Procedure details: In close analogy to the procedure described in Example 1, 6-bromo-pyrazolo[1,5-a]pyrimidine-2-carboxylic acid is reacted with 4,5,6,7-tetrahydro-thieno[3,2-c]pyridine to provide the title compound in moderate yield. Starting materials: BrC=1C=NC=2N(C1)N=C(C2)C(=O)O (6-bromo-pyrazolo[1,5-a]pyrimidine-2-carboxylic acid), S1C=CC=2CNCCC21 (4,5,6,7-tetrahydro-thieno[3,2-c]pyridine). Product: BrC=1C=NC=2N(C1)N=C(C2)C(=O)N2CC1=C(CC2)SC=C1 ((6-Bromo-pyrazolo[1,5-a]pyrimidin-2-yl)-(6,7-dihydro-4H-thieno[3,2-c]pyridin-5-yl)-methanone). As a reaction SMILES: [Br:1][C:2]1[CH:3]=[N:4][C:5]2[N:6]([N:8]=[C:9]([C:11]([OH:13])=O)[CH:10]=2)[CH:7]=1.[S:14]1[C:22]2[CH2:21][CH2:20][NH:19][CH2:18][C:17]=2[CH:16]=[CH:15]1>>[Br:1][C:2]1[CH:3]=[N:4][C:5]2[N:6]([N:8]=[C:9]([C:11]([N:19]3[CH2:20][CH2:21][C:22]4[S:14][CH:15]=[CH:16][C:17]=4[CH2:18]3)=[O:13])[CH:10]=2)[CH:7]=1. The reactants are C(CC(=O)C)(=O)[O-] (acetoacetate), [N+](=O)([O-])C1=C(C=O)C=CC=C1 (2-nitrobenzaldehyde), N1CCCCC1 (piperidine), ice water, ice water, Cl (hydrochloric acid), N\C(=C/C(=O)[O-])\C (3-aminocrotonate). Solvent: C1=CC=CC=C1 (benzene). Product: CC=1NC(=C(C(C1C(=O)O)C1=C(C=CC=C1)[N+](=O)[O-])C(=O)O)C (2,6-dimethyl-4-(2-nitrophenyl)-1,4-dihydropyridine-3,5-dicarboxylic acid). Isolated yield 72.6%. RXN SMILES: [C:1]([O-:7])(=[O:6])[CH2:2][C:3]([CH3:5])=O.[N+:8]([C:11]1[CH:18]=[CH:17][CH:16]=[CH:15][C:12]=1[CH:13]=O)([O-:10])=[O:9].N1CCCCC1.Cl.[NH2:26]/[C:27](/[CH3:32])=[CH:28]\[C:29]([O-:31])=[O:30]>C1C=CC=CC=1>[CH3:5][C:3]1[NH:26][C:27]([CH3:32])=[C:28]([C:29]([OH:31])=[O:30])[CH:13]([C:12]2[CH:15]=[CH:16][CH:17]=[CH:18][C:11]=2[N+:8]([O-:10])=[O:9])[C:2]=1[C:1]([OH:7])=[O:6]. Reported procedure: In 100 ml of benzene were dissolved 10 g of 2-nitratoethy acetoacetate, 7.91 g of 2-nitrobenzaldehyde and 0.7 ml of piperidine. The solution was reacted under azeotropic dehydration for 1.5 hours, and poured into ice water. Dilute hydrochloric acid was added, and the mixture was extracted with ethyl acetate. The ethyl acetate layer was washed, in turn, with 15% aqueous sodium hydrogen sulfite solution, 15% aqueous sodium carbonate solution and saturated aqueous sodium chloride solution, and then...